This data is from the Open Reaction Database (ORD), a public repository of structured organic reaction records. The task is: describe an organic reaction: reactants, conditions, products, and yield Starting materials: N1[C@H](C(=O)O)CCC1 (L-Proline), S(=O)(=O)(Cl)Cl (sulfuryl chloride), C(OC)(OC)OC (trimethyl orthoformate). Run in CO (methanol). Run at time 8 hour. The product is Cl.COC([C@H]1NCCC1)=O (L-Proline Methyl Ester Hydrochloride). Yield: 225.1%. RXN SMILES: [NH:1]1[CH2:8][CH2:7][CH2:6][C@H:2]1[C:3]([OH:5])=[O:4].S(Cl)([Cl:12])(=O)=O.[CH:14](OC)(OC)OC>CO>[ClH:12].[CH3:14][O:4][C:3](=[O:5])[C@@H:2]1[CH2:6][CH2:7][CH2:8][NH:1]1 |f:4.5|. Reported procedure: To a solution of L-Proline (115 g,1 mol) in methanol (1.2 L) at 0° C. was added sulfuryl chloride (45 mL, 0.55 mol) slowly during ~15-20 min, then the reaction mixture stirred overnight at room temperature. After 16 hours at room temperature and another 4 hours at reflux, trimethyl orthoformate (120 mL, 1.1 mol) was added and heating at reflux continued for another 24 hr. The reaction mixture was then concentrated and the resultant oil was placed under high vacuum for several days to afford the ... Reactants: C(=O)(O)[O-].[Na+] (NaHCO3), CC(CC=O)(C(C1=CN(C2=NC=C(N=C21)C2=CC(=C(C(=C2)OC)OC)OC)COCC[Si](C)(C)C)=O)C (3,3-dimethyl-4-oxo-4-[2-(3,4,5-trimethoxy-phenyl)-5-(2-trimethylsilanyl-ethoxymethyl)-5H-pyrrolo[2,3-b]pyrazin-7-yl]-butyraldehyde), N1CCOCC1 (morpholine), C(C)(=O)O[BH-](OC(C)=O)OC(C)=O.[Na+] (sodium triacetoxyborohydride). Run in ClCCCl (1,2-dichloroethane). Conditions: time 15 hour. The product is CC(C(=O)C1=CN(C2=NC=C(N=C21)C2=CC(=C(C(=C2)OC)OC)OC)COCC[Si](C)(C)C)(CCN2CCOCC2)C (2,2-dimethyl-4-morpholin-4-yl-1-[2-(3,4,5-trimethoxy-phenyl)-5-(2-trimethylsilanyl-ethoxymethyl)-5H-pyrrolo[2,3-b]pyrazin-7-yl]-butan-1-one). Isolated yield 13.1%. Reaction SMILES: [CH3:1][C:2]([CH3:37])([C:6](=[O:36])[C:7]1[C:15]2[C:10](=[N:11][CH:12]=[C:13]([C:16]3[CH:21]=[C:20]([O:22][CH3:23])[C:19]([O:24][CH3:25])=[C:18]([O:26][CH3:27])[CH:17]=3)[N:14]=2)[N:9]([CH2:28][O:29][CH2:30][CH2:31][Si:32]([CH3:35])([CH3:34])[CH3:33])[CH:8]=1)[CH2:3][CH:4]=O.[NH:38]1[CH2:43][CH2:42][O:41][CH2:40][CH2:39]1.C(O[BH-](OC(=O)C)OC(=O)C)(=O)C.[Na+].C([O-])(O)=O.[Na+]>ClCCCl>[CH3:1][C:2]([CH3:37])([CH2:3][CH2:4][N:38]1[CH2:43][CH2:42][O:41][CH2:40][CH2:39]1)[C:6]([C:7]1[C:15]2[C:10](=[N:11][CH:12]=[C:13]([C:16]3[CH:17]=[C:18]([O:26][CH3:27])[C:19]([O:24][CH3:25])=[C:20]([O:22][CH3:23])[CH:21]=3)[N:14]=2)[N:9]([CH2:28][O:29][CH2:30][CH2:31][Si:32]([CH3:35])([CH3:33])[CH3:34])[CH:8]=1)=[O:36] |f:2.3,4.5|. Reported procedure: A mixture of crude 3,3-dimethyl-4-oxo-4-[2-(3,4,5-trimethoxy-phenyl)-5-(2-trimethylsilanyl-ethoxymethyl)-5H-pyrrolo[2,3-b]pyrazin-7-yl]-butyraldehyde (0.161 g, 0.305 mmol), morpholine (0.029 mL, 0.34 mmol), and sodium triacetoxyborohydride (0.129 g, 0.610 mmol) in 3 mL of 1,2-dichloroethane was stirred for 15 h. A sat. aq. NaHCO3 solution (10 mL) was added, and the mixture stirred for 10 min. The layers were separated, and the aqueous layer was extracted with two 20 mL portions of ethyl acetate.... Starting materials: CCOC(=O)Cc1cccc(Oc2ccc([N+](=O)[O-])cc2CN(C(=O)OC)C(C)Cc2ccccc2)c1, CCO. Product: CCOC(=O)Cc1cccc(Oc2ccc(N)cc2CN(C(=O)OC)C(C)Cc2ccccc2)c1. Reaction SMILES: [CH2:1]([CH3:2])[O:3][C:4]([CH2:5][c:6]1[cH:7][c:8]([O:12][c:13]2[c:14]([CH2:22][N:23]([CH:24]([CH2:25][c:26]3[cH:27][cH:28][cH:29][cH:30][cH:31]3)[CH3:32])[C:33](=[O:34])[O:35][CH3:36])[cH:15][c:16]([N+:19]([O-:20])=[O:21])[cH:17][cH:18]2)[cH:9][cH:10][cH:11]1)=[O:37].[CH3:38][CH2:39][OH:40]>>[CH2:1]([CH3:2])[O:3][C:4]([CH2:5][c:6]1[cH:7][c:8]([O:12][c:13]2[c:14]([CH2:22][N:23]([CH:24]([CH2:25][c:26]3[cH:27][cH:28][cH:29][cH:30][cH:31]3)[CH3:32])[C:33](=[O:34])[O:35][CH3:36])[cH:15][c:16]([NH2:19])[cH:17][cH:18]2)[cH:9][cH:10][cH:11]1)=[O:37]. Reactants: [I-].[Na+] (sodium iodide), CC(CN1N=C(C2=CC=CC=C12)C(=O)O)=C (1-(2-methylallyl)-indazole-3-carboxylic acid), NC=1SC=CN1 (2-aminothiazole). The product is S1C(=NC=C1)NC(=O)C1=NN(C2=CC=CC=C12)CC(=C)C (1-(2-Methylallyl)-indazole-3-carboxylic acid thiazol-2-ylamide). Isolated yield 23.2%. RXN SMILES: [I-].[Na+].[CH3:3][C:4](=[CH2:18])[CH2:5][N:6]1[C:14]2[C:9](=[CH:10][CH:11]=[CH:12][CH:13]=2)[C:8]([C:15]([OH:17])=O)=[N:7]1.[NH2:19][C:20]1[S:21][CH:22]=[CH:23][N:24]=1>>[S:21]1[CH:22]=[CH:23][N:24]=[C:20]1[NH:19][C:15]([C:8]1[C:9]2[C:14](=[CH:13][CH:12]=[CH:11][CH:10]=2)[N:6]([CH2:5][C:4]([CH3:3])=[CH2:18])[N:7]=1)=[O:17] |f:0.1|. Procedure details: 1-(2-Methylallyl)-indazole-3-carboxylic acid (440 mg) was obtained from methyl indazole-3-carboxylate (0.5 g, 2.84 mmol) and 1-chloro-2-methylpropene (0.28 mL, 2.84 mmol, with a catalytic amount of sodium iodide) following the general procedures G and E. 1-(2-Methylallyl)-indazole-3-carboxylic acid thiazol-2-ylamide (45 mg) was prepared from 1-(2-methylallyl)-indazole-3-carboxylic acid (140 mg, 0.65 mmol) and 2-aminothiazole (65 mg, 0.65 mmol) following the general procedure H. Reactants: C(C)N1C(=NC=C1)CSC1=CC=C(N)C=C1 (4-[[(1-ethylimidazol-2-yl)methyl]sulfanyl]aniline), C(CCC)OCCOC1=CC=C(C=C1)C=1C=CC2=C(C=C(CCN2CC(C)C)C(=O)O)C1 (7-[4-(2-butoxyethoxy)phenyl]-1-isobutyl-2,3-dihydro-1-benzazepine-4-carboxylic acid), CN(C)C=O (DMF), S(=O)(Cl)Cl (thionyl chloride). The solvent is O1CCCC1 (tetrahydrofuran), C(C)N(CC)CC (triethylamine), O1CCCC1 (tetrahydrofuran), O (water). Run at time 1 hour. Yields the product C(CCC)OCCOC1=CC=C(C=C1)C=1C=CC2=C(C=C(CCN2CC(C)C)C(=O)NC2=CC=C(C=C2)SCC=2N(C=CN2)CC)C1 (7-[4-(2-butoxyethoxy)phenyl]-N-[4-[[(1-ethylimidazol-2-yl)methyl]sulfanyl]phenyl]-1-isobutyl-2,3-dihydro-1-benzazepine-4-carboxamide). Isolated yield 45.1%. RXN SMILES: [CH2:1]([O:5][CH2:6][CH2:7][O:8][C:9]1[CH:14]=[CH:13][C:12]([C:15]2[CH:16]=[CH:17][C:18]3[N:24]([CH2:25][CH:26]([CH3:28])[CH3:27])[CH2:23][CH2:22][C:21]([C:29](O)=[O:30])=[CH:20][C:19]=3[CH:32]=2)=[CH:11][CH:10]=1)[CH2:2][CH2:3][CH3:4].CN(C=O)C.S(Cl)(Cl)=O.[CH2:42]([N:44]1[CH:48]=[CH:47][N:46]=[C:45]1[CH2:49][S:50][C:51]1[CH:57]=[CH:56][C:54]([NH2:55])=[CH:53][CH:52]=1)[CH3:43]>O1CCCC1.O.C(N(CC)CC)C>[CH2:1]([O:5][CH2:6][CH2:7][O:8][C:9]1[CH:10]=[CH:11][C:12]([C:15]2[CH:16]=[CH:17][C:18]3[N:24]([CH2:25][CH:26]([CH3:27])[CH3:28])[CH2:23][CH2:22][C:21]([C:29]([NH:55][C:54]4[CH:53]=[CH:52][C:51]([S:50][CH2:49][C:45]5[N:44]([CH2:42][CH3:43])[CH:48]=[CH:47][N:46]=5)=[CH:57][CH:56]=4)=[O:30])=[CH:20][C:19]=3[CH:32]=2)=[CH:13][CH:14]=1)[CH2:2][CH2:3][CH3:4]. Reported procedure: To a solution of 7-[4-(2-butoxyethoxy)phenyl]-1-isobutyl-2,3-dihydro-1-benzazepine-4-carboxylic acid (700 mg) in tetrahydrofuran (15 ml) was added one droplet of DMF. Then, thionyl chloride (0.15 ml) was added to the mixture at 0° C., and the mixture was allowed to be at room temperature and stirred for 1 hour under nitrogen atmosphere. This solution was added to a solution of 4-[[(1-ethylimidazol-2-yl)methyl]sulfanyl]aniline (485 mg) and triethylamine (5.8 ml) in tetrahydrofuran (15 ml) at 0° C... Starting materials: solution, C(CCC)[Li] (n-butyllithium), hexanes, C(C)OS(=O)(=O)CP(=O)(OCC)OCC ((diethoxy-phosphoryl)-methanesulfonic acid ethyl ester), ClC1=CC(=C(C=O)C=C1)OC (4-chloro-2-methoxy-benzaldehyde). The solvent is C1CCOC1 (THF), C1CCOC1 (THF). Run at temperature -78 celsius, time 15 minute. The product is C(C)OS(=O)(=O)C=CC1=C(C=C(C=C1)Cl)OC (2-(4-Chloro-2-methoxy-phenyl)-ethenesulfonic acid ethyl ester). Yield: 99.9%. As a reaction SMILES: C([Li])CCC.[CH2:6]([O:8][S:9]([CH2:12]P(OCC)(OCC)=O)(=[O:11])=[O:10])[CH3:7].[Cl:21][C:22]1[CH:29]=[CH:28][C:25]([CH:26]=O)=[C:24]([O:30][CH3:31])[CH:23]=1>C1COCC1>[CH2:6]([O:8][S:9]([CH:12]=[CH:26][C:25]1[CH:28]=[CH:29][C:22]([Cl:21])=[CH:23][C:24]=1[O:30][CH3:31])(=[O:10])=[O:11])[CH3:7]. Procedure: A 2.5M solution of n-butyllithium in hexanes (6.15 mL, 15.37 mmol) was added dropwise to a stirred solution of (diethoxy-phosphoryl)-methanesulfonic acid ethyl ester (4.0 g, 15.37 mmol) in THF (200 mL) at −78° C. The reaction mixture was stirred at −78° C. for 15 minutes. A solution of 4-chloro-2-methoxy-benzaldehyde (2.41 g, 14.10 mmol) in THF (20 mL) was then added dropwise. After the addition was complete the reaction mixture was warmed to RT, stirred for 1 h and quenched with brine. The reac... The reactants are COc1cc(Nc2nc3cc(C(=O)N(CC(C)C)CC(C)C)ccc3n2CCNC(=O)OC(C)(C)C)cc(OC)c1OC, CCOCC, CCOC(C)=O, Cl. Product: COc1cc(Nc2nc3cc(C(=O)N(CC(C)C)CC(C)C)ccc3n2CCN)cc(OC)c1OC, Cl. As a reaction SMILES: [CH2:2]([CH:3]([CH3:4])[CH3:5])[N:6]([C:7](=[O:8])[c:9]1[cH:10][c:11]2[c:12]([n:13]([CH2:29][CH2:30][NH:31][C:32](=[O:33])[O:34][C:35]([CH3:36])([CH3:37])[CH3:38])[c:14]([NH:16][c:17]3[cH:18][c:19]([O:27][CH3:28])[c:20]([O:25][CH3:26])[c:21]([O:23][CH3:24])[cH:22]3)[n:15]2)[cH:39][cH:40]1)[CH2:41][CH:42]([CH3:43])[CH3:44].[CH2:51]([O:52][CH2:53][CH3:54])[CH3:55].[CH3:45][CH2:46][O:47][C:48](=[O:49])[CH3:50].[ClH:1]>>[CH2:2]([CH:3]([CH3:4])[CH3:5])[N:6]([C:7](=[O:8])[c:9]1[cH:10][c:11]2[c:12]([n:13]([CH2:29][CH2:30][NH2:31])[c:14]([NH:16][c:17]3[cH:18][c:19]([O:27][CH3:28])[c:20]([O:25][CH3:26])[c:21]([O:23][CH3:24])[cH:22]3)[n:15]2)[cH:39][cH:40]1)[CH2:41][CH:42]([CH3:43])[CH3:44].[ClH:1].